This data is from the Open Reaction Database (ORD), a public repository of structured organic reaction records. The task is: describe an organic reaction: reactants, conditions, products, and yield The reactants are CO, O=C1C2CC3CC(C2)CC1C3, Cl, CON, c1ccncc1. Yields the product CON=C1C2CC3CC(C2)CC1C3. RXN SMILES: [CH3:22][OH:23].[CH:10]12[C:11](=[O:20])[CH:12]3[CH2:13][CH:14]([CH2:15][CH:16]([CH2:17]1)[CH2:18]3)[CH2:19]2.[ClH:21].[O:1]([CH3:2])[NH2:3].[cH:4]1[cH:5][cH:6][n:7][cH:8][cH:9]1>>[O:1]([CH3:2])[N:3]=[C:11]1[CH:10]2[CH2:17][CH:16]3[CH2:15][CH:14]([CH2:13][CH:12]1[CH2:18]3)[CH2:19]2.